Task: describe an organic reaction: reactants, conditions, products, and yield. Dataset: the Open Reaction Database (ORD), a public repository of structured organic reaction records Starting materials: FC(S(=O)(=O)OC(C(F)F)CNC(=O)OCC1=CC=CC=C1)(F)F (3-{[(benzyloxy)carbonyl]amino}-1,1-difluoropropan-2-yl trifluoromethanesulfonate), [N-]=[N+]=[N-].[Na+] (sodium azide). Run in O (water), CN(C)C=O (DMF). Run at time 3 hour. Product: N(=[N+]=[N-])C(CNC(OCC1=CC=CC=C1)=O)C(F)F (benzyl (2-azido-3,3-difluoropropyl)carbamate). Reaction SMILES: FC(F)(F)S(O[CH:7]([CH2:11][NH:12][C:13]([O:15][CH2:16][C:17]1[CH:22]=[CH:21][CH:20]=[CH:19][CH:18]=1)=[O:14])[CH:8]([F:10])[F:9])(=O)=O.[N-:25]=[N+:26]=[N-:27].[Na+]>CN(C=O)C.O>[N:25]([CH:7]([CH:8]([F:10])[F:9])[CH2:11][NH:12][C:13](=[O:14])[O:15][CH2:16][C:17]1[CH:22]=[CH:21][CH:20]=[CH:19][CH:18]=1)=[N+:26]=[N-:27] |f:1.2|. Procedure details: To a solution of 3-{[(benzyloxy)carbonyl]amino}-1,1-difluoropropan-2-yl trifluoromethanesulfonate (580 g, 1.54 mol) in DMF (3000 mL) was added sodium azide (240 g, 3.69 mol). After 3 hours, the reaction mixture was diluted with water (3000 mL) and extracted with diethyl ether (3×1500 mL). The organic layers were combined, dried over anhydrous sodium sulfate, filtered, and concentrated under reduced pressure to afford benzyl (2-azido-3,3-difluoropropyl)carbamate. The material was used without fur...